This data is from the Open Reaction Database (ORD), a public repository of structured organic reaction records. The task is: describe an organic reaction: reactants, conditions, products, and yield The solvent is CC(C)O (propan-2-ol), O (water), CC(C)O (propan-2-ol). Procedure: A solution of ammonium chloride (560 mg, 10.5 mmol) in water (7 mL) was added to a solution of bromotosylate (46) (2.86 g, 7.88 mmol) in propan-2-ol (14 mL) under argon. Zinc dust (560 mg, 8.67 mmol) was then added in portions over 4 minutes then the suspension stirred for 16 hours before filtering through celite in vacuo. The filter cake was washed with diethyl ether (60 mL). Hydrochloric acid (1M, 60 mL) was added to the filtrate then the organic phase separated. The aqueous layer was extracte... The reagents and catalysts are [Zn] (Zinc). Reactants: [Cl-].[NH4+] (ammonium chloride), CC1=CC=C(C=C1)S(=O)(=O)O[C@H]1[C@@H]2[C@H](OC1)[C@H](CO2)Br ((3R,3aS,6S,6aS)-6-Bromohexahydrofuro[3,2-b]furan-3-yl 4-methylbenzenesulfonate), CO (methanol), N (ammonia). Reaction conditions: temperature 75 celsius, time 16 hour. The product is NC[C@H](O)[C@H]1OCC=C1 ((S)-2-amino-1-((S)-2,5-dihydrofuran-2-yl)ethanol). Reaction SMILES: [Cl-].[NH4+:2].CC1C=CC(S([O:13][C@@H:14]2[CH2:18]O[C@@H:16]3[C@@H:19](Br)[CH2:20][O:21][C@H:15]23)(=O)=O)=CC=1.N.CO>O.CC(O)C.[Zn]>[NH2:2][CH2:18][C@@H:14]([C@@H:15]1[CH:16]=[CH:19][CH2:20][O:21]1)[OH:13] |f:0.1|.